Dataset: the Open Reaction Database (ORD), a public repository of structured organic reaction records. Task: describe an organic reaction: reactants, conditions, products, and yield The reactants are CCCCCC.C(C)(=O)OCC (hexane ethyl acetate), C1(CC1)C1=NOC2=C1C=CC(=C2CCC)O (3-cyclopropyl-6-hydroxy-7-propylbenz-[4,5]-isoxazole), ClC=1C=C(C=CC1NCCCBr)CC(=O)OC (methyl 3-chloro-4-(3-bromopropylamino)phenylacetate), C([O-])([O-])=O.[Cs+].[Cs+] (cesium carbonate). The solvent is CN(C)C=O (DMF), C(C)(=O)OCC (ethyl acetate). Run at temperature 80 celsius, time 2 hour. The product is C1(CC1)C(=O)C1=C(C(=C(O)C=C1)CCC)O (4-cyclopropylcarbonyl-2-(n-propyl)resorcinol). The yield is 128.1%. Reaction SMILES: [CH:1]1([C:4]2[C:8]3[CH:9]=[CH:10][C:11]([OH:16])=[C:12]([CH2:13][CH2:14][CH3:15])[C:7]=3[O:6]N=2)[CH2:3][CH2:2]1.ClC1C=C(CC(OC)=[O:31])C=CC=1NCCCBr.C(=O)([O-])[O-].[Cs+].[Cs+].CCCCCC.C(OCC)(=O)C>CN(C=O)C.C(OCC)(=O)C>[CH:1]1([C:4]([C:8]2[CH:9]=[CH:10][C:11]([OH:16])=[C:12]([CH2:13][CH2:14][CH3:15])[C:7]=2[OH:6])=[O:31])[CH2:3][CH2:2]1 |f:2.3.4,5.6|. Procedure details: To a solution of 3-cyclopropyl-6-hydroxy-7-propylbenz-[4,5]-isoxazole (34 mg, 0.156 mmole) and methyl 3-chloro-4-(3-bromopropylamino)phenylacetate (Example 21, Step C, 50 mg, 0.156 mmole) in DMF (0.70 mL) was added cesium carbonate (54 mg , 0.164 mmole), and the mixture stirred at 80° C. in a nitrogen atmosphere for 2 hours. The cooled mixture was dissolved in ethyl acetate and washed with water, brine, dried over magnesium sulfate and concentrated in vacuo to give an oil. Thin layer chromatogra... Reactants: NC1=C(C(=NN1C1=C(C=C(C=C1Cl)C(F)(F)F)Cl)C#N)C1=CC(=NO1)Br (5-amino-4-(3-bromoisoxazol-5-yl)-3-cyano-1-(2,6-dichloro-4-trifluoromethylphenyl)pyrazole), BrN1C(CCC1=O)=O (N-bromosuccinimide). Yields the product NC1=C(C(=NN1C1=C(C=C(C=C1Cl)C(F)(F)F)Cl)C#N)C1=C(C(=NO1)Br)Br (5-Amino-3-cyano-4-(3,4-dibromoisoxazol-5-yl)-1-(2,6-dichloro-4-trifluoromethylphenyl)pyrazole). Run in C(C)#N (acetonitrile). Reported procedure: To a solution of 5-amino-4-(3-bromoisoxazol-5-yl)-3-cyano-1-(2,6-dichloro-4-trifluoromethylphenyl)pyrazole (0.05 g) in acetonitrile (6 ml) was added N-bromosuccinimide (0.02 g). The mixture was left at room temperature for 24 hours during which time a precipitate formed which was isolated by filtration. Washing with methanol, followed by drying, afforded the title compound as a white solid, m.p. 279° C. As a reaction SMILES: [NH2:1][C:2]1[N:6]([C:7]2[C:12]([Cl:13])=[CH:11][C:10]([C:14]([F:17])([F:16])[F:15])=[CH:9][C:8]=2[Cl:18])[N:5]=[C:4]([C:19]#[N:20])[C:3]=1[C:21]1[O:25][N:24]=[C:23]([Br:26])[CH:22]=1.[Br:27]N1C(=O)CCC1=O>C(#N)C>[NH2:1][C:2]1[N:6]([C:7]2[C:12]([Cl:13])=[CH:11][C:10]([C:14]([F:17])([F:15])[F:16])=[CH:9][C:8]=2[Cl:18])[N:5]=[C:4]([C:19]#[N:20])[C:3]=1[C:21]1[O:25][N:24]=[C:23]([Br:26])[C:22]=1[Br:27]. Run at time 24 hour. Starting materials: [Li]C(C)CC (s-BuLi), BrC1=NC=C(C=C1)Cl (2-bromo-5-chloropyridine), C[Si](C#CC(C)=O)(C)C (4-(trimethylsilyl)but-3-yn-2-one), C([O-])([O-])=O.[K+].[K+] (potassium carbonate), ClC=1C=CC(=NC1)C(C)(C#C[Si](C)(C)C)O (2-(5-chloropyridin-2-yl)-4-(trimethylsilyl)but-3-yn-2-ol). Run in C(C)OCC (ethyl ether), CO (methanol). Conditions: time 1 hour. Product: ClC=1C=CC(=NC1)C(C)(C#C)O ((±)-2-(5-chloropyridin-2-yl)but-3-yn-2-ol). Reaction SMILES: [Li]C(CC)C.BrC1C=CC(Cl)=CN=1.C[Si](C)(C)C#CC(=O)C.C(=O)([O-])[O-].[K+].[K+].[Cl:29][C:30]1[CH:31]=[CH:32][C:33]([C:36]([OH:44])([C:38]#[C:39][Si](C)(C)C)[CH3:37])=[N:34][CH:35]=1>C(OCC)C.CO>[Cl:29][C:30]1[CH:31]=[CH:32][C:33]([C:36]([OH:44])([C:38]#[CH:39])[CH3:37])=[N:34][CH:35]=1 |f:3.4.5|. Reported procedure: This compound was prepared according to a procedure similar to that described in Procedure C. to a 100-mL 3-necked round-bottom flask, s-BuLi (1.3M in hexane, 10 mL) was added into a solution of 2-bromo-5-chloropyridine (1.92 g, 9.98 mmol, 1.00 equiv) in ethyl ether (20 mL) under −76° C., Stirred for 1 h at this temp., 4-(trimethylsilyl)but-3-yn-2-one (1.54 g, 10.98 mmol, 1.10 equiv) was added. The resulting solution was stirred for 2 h at −76° C. The reaction was then quenched by the addition o... Reactants: ClC=1CN=CC2(C3=C(C1)C1=C(CC3)N(C(C1)C2C)C#N)C (10-chloro-3-cyano-6,12-dimethyl-1,2,3,4,5,6-hexahydro-2,6-methano-9H-pyrrolo-[3,2-h][3]benzazocine), [H-].[Al+3].[Li+].[H-].[H-].[H-] (lithium aluminum hydride), C(C)(=O)OCC (ethyl acetate), [OH-].[Na+] (sodium hydroxide). Run in O1CCCC1 (tetrahydrofuran), O (water), O (water). The product is ClC=1CN=CC2(C3=C(C1)C1=C(CC3)NC(C1)C2C)C (10-Chloro-6,12-dimethyl-1,2,3,4,5,6-hexahydro-2,6-methano-9H-pyrrolo[3,2-h][3]benzazocine). Isolated yield 10.9%. RXN SMILES: [Cl:1][C:2]1[CH2:3][N:4]=[CH:5][C:6]2([CH3:21])[CH:17]([CH3:18])[CH:15]3[CH2:16][C:10]4=[C:11]([N:14]3C#N)[CH2:12][CH2:13][C:7]2=[C:8]4[CH:9]=1.[H-].[Al+3].[Li+].[H-].[H-].[H-].C(OCC)(=O)C.[OH-].[Na+]>O1CCCC1.O>[Cl:1][C:2]1[CH2:3][N:4]=[CH:5][C:6]2([CH3:21])[CH:17]([CH3:18])[CH:15]3[CH2:16][C:10]4=[C:11]([NH:14]3)[CH2:12][CH2:13][C:7]2=[C:8]4[CH:9]=1 |f:1.2.3.4.5.6,8.9|. Reported procedure: The nitrile (6.41 g) was dissolved in 300 ml of tetrahydrofuran and, 4.06 g lithium aluminum hydride was added, with stirring. The suspension was heated at reflux for 2 hr and ethyl acetate, water, aqueous sodium hydroxide solution and water were added. The suspension was filtered and the filtrate was concentrated. The residue was triturated with ether and the solid was recrystallized from methanol to give 0.64 g (18%) of the product, mp 260°-263° C. (dec.). The reactants are N1C=C(C2=CC=CN=C12)C=O (7-azaindole-3-carboxaldehyde), O=C1C(=C(OC1)NC1=CC=CC=C1)C(=O)OCC (ethyl 4-oxo-2-(phenylamino)-4,5-dihydrofuran-3-carboxylate), N1CCCCC1 (piperidine). Solvent: C(C)O (ethanol). Yields the product N1C=C(C=2C1=NC=CC2)C=C2C(C(=C(O2)NC2=CC=CC=C2)C(=O)OCC)=O (Ethyl 5-[(1H-pyrrolo[2,3-b]pyridin-3-yl)methylene]-4-oxo-2-(phenylamino)-4,5-dihydrofuran-3-carboxylate). Yield: 49.5%. As a reaction SMILES: [NH:1]1[C:9]2[C:4](=[CH:5][CH:6]=[CH:7][N:8]=2)[C:3]([CH:10]=O)=[CH:2]1.[O:12]=[C:13]1[CH2:17][O:16][C:15]([NH:18][C:19]2[CH:24]=[CH:23][CH:22]=[CH:21][CH:20]=2)=[C:14]1[C:25]([O:27][CH2:28][CH3:29])=[O:26].N1CCCCC1>C(O)C>[NH:1]1[C:9]2=[N:8][CH:7]=[CH:6][CH:5]=[C:4]2[C:3]([CH:10]=[C:17]2[O:16][C:15]([NH:18][C:19]3[CH:24]=[CH:23][CH:22]=[CH:21][CH:20]=3)=[C:14]([C:25]([O:27][CH2:28][CH3:29])=[O:26])[C:13]2=[O:12])=[CH:2]1. Reported procedure: To a solution of 7-azaindole-3-carboxaldehyde (0.10 g, 0.70 mmol) and ethyl 4-oxo-2-(phenylamino)-4,5-dihydrofuran-3-carboxylate (0.18 g, 0.70 mmol) in ethanol (3.0 mL), piperidine (0.083 mL, 0.84 mmol) was added at ambient temperature. The mixture was refluxed for 12 h. Cooled to ambient temperature, the precipitate was collected by filtration, washed with cold ethanol and isopropyl ether then dried to afford the titled compound (0.13 g, y. 48%). Reactants: CN1CC2=C(CC1)N=C(S2)C(=O)[O-].[Li+] (lithium 5-methyl-4,5,6,7-tetrahydrothiazolo[5,4-c]-pyridine-2-carboxylate), O.ON1N=NC2=C1C=CC=C2 (1-hydroxybenzotriazole monohydrate), Cl.CN(CCCN=C=NCC)C (1-(3-dimethylaminopropyl)-3-ethylcarbodiimide hydrochloride), Cl.ClC=1C=C2C=C(NC2=CC1)C(=O)N[C@@H]1[C@@H](C[C@H](CC1)C(=O)OCC)N ((1S,2R,4S)-N1-[(5-Chloroindol-2-yl)carbonyl]-4-ethoxycarbonyl-1,2-cyclohexanediamine hydrochloride). Solvent: CN(C=O)C (N,N-dimethylformamide). Conditions: time 39 hour. Product: ClC=1C=C2C=C(NC2=CC1)C(=O)N[C@@H]1[C@@H](C[C@H](CC1)C(=O)OCC)NC(=O)C=1SC=2CN(CCC2N1)C ((1S,2R,4S)-N1-[(5-Chloroindol-2-yl)carbonyl]-4-ethoxycarbonyl-N2-[(5-methyl-4,5,6,7-tetrahydrothiazolo[5,4-c]pyridin-2-yl)carbonyl]-1,2-cyclohexanediamine). Isolated yield 30.3%. RXN SMILES: Cl.[Cl:2][C:3]1[CH:4]=[C:5]2[C:9](=[CH:10][CH:11]=1)[NH:8][C:7]([C:12]([NH:14][C@H:15]1[CH2:20][CH2:19][C@H:18]([C:21]([O:23][CH2:24][CH3:25])=[O:22])[CH2:17][C@H:16]1[NH2:26])=[O:13])=[CH:6]2.[CH3:27][N:28]1[CH2:33][CH2:32][C:31]2[N:34]=[C:35]([C:37]([O-])=[O:38])[S:36][C:30]=2[CH2:29]1.[Li+].O.ON1C2C=CC=CC=2N=N1.Cl.CN(C)CCCN=C=NCC>CN(C)C=O>[Cl:2][C:3]1[CH:4]=[C:5]2[C:9](=[CH:10][CH:11]=1)[NH:8][C:7]([C:12]([NH:14][C@H:15]1[CH2:20][CH2:19][C@H:18]([C:21]([O:23][CH2:24][CH3:25])=[O:22])[CH2:17][C@H:16]1[NH:26][C:37]([C:35]1[S:36][C:30]3[CH2:29][N:28]([CH3:27])[CH2:33][CH2:32][C:31]=3[N:34]=1)=[O:38])=[O:13])=[CH:6]2 |f:0.1,2.3,4.5,6.7|. Procedure details: (1S,2R,4S)-N1-[(5-Chloroindol-2-yl)carbonyl]-4-ethoxycarbonyl-1,2-cyclohexanediamine hydrochloride (4.15 g) was dissolved in N,N-dimethylformamide (40 ml), and lithium 5-methyl-4,5,6,7-tetrahydrothiazolo[5,4-c]-pyridine-2-carboxylate (2.86 g), 1-hydroxybenzotriazole monohydrate (1.72 g) and 1-(3-dimethylaminopropyl)-3-ethylcarbodiimide hydrochloride (2.15 g) were added to this solution at room temperature to stir the mixture for 39 hours. The reaction mixture was concentrated under reduced press... Reactants: Cc1cc(C2CC2)cc(C)c1O, Clc1nc(Cl)c2[nH]cnc2n1, [H-], [Na+], O. Yields the product Cc1cc(C2CC2)cc(C)c1Oc1nc(Cl)nc2[nH]cnc12. RXN SMILES: [CH:1]1([c:4]2[cH:5][c:6]([CH3:12])[c:7]([OH:11])[c:8]([CH3:10])[cH:9]2)[CH2:2][CH2:3]1.[Cl:15][c:16]1[n:17][c:18]([Cl:25])[c:19]2[nH:20][cH:21][n:22][c:23]2[n:24]1.[H-:14].[Na+:13].[OH2:26]>>[CH:1]1([c:4]2[cH:5][c:6]([CH3:12])[c:7]([O:11][c:18]3[n:17][c:16]([Cl:15])[n:24][c:23]4[c:19]3[n:20][cH:21][nH:22]4)[c:8]([CH3:10])[cH:9]2)[CH2:2][CH2:3]1. Starting materials: O (water), solution, C[Al](C)C (trimethylaluminium), CCCCCC (hexane), BrC=1C=C(C(=O)O)C=C(C1)S(F)(F)(F)(F)F (3-Bromo-5-(pentafluoro-λ6-sulphanyl)benzoic acid). Reagents/catalysts: C=1C=CC(=CC1)[P](C=2C=CC=CC2)(C=3C=CC=CC3)[Pd]([P](C=4C=CC=CC4)(C=5C=CC=CC5)C=6C=CC=CC6)([P](C=7C=CC=CC7)(C=8C=CC=CC8)C=9C=CC=CC9)[P](C=1C=CC=CC1)(C=1C=CC=CC1)C=1C=CC=CC1 (tetrakis(triphenylphosphine)palladium(0)). Run in C1CCOC1 (THF). Conditions: temperature 150 celsius. The product is CC=1C=C(C(=O)O)C=C(C1)S(F)(F)(F)(F)F (3-Methyl-5-(pentafluoro-λ6-sulphanyl)benzoic acid). Reaction SMILES: C[Al](C)C.[CH3:5]CCCCC.Br[C:12]1[CH:13]=[C:14]([CH:18]=[C:19]([S:21]([F:26])([F:25])([F:24])([F:23])[F:22])[CH:20]=1)[C:15]([OH:17])=[O:16].O>C1COCC1.C1C=CC([P]([Pd]([P](C2C=CC=CC=2)(C2C=CC=CC=2)C2C=CC=CC=2)([P](C2C=CC=CC=2)(C2C=CC=CC=2)C2C=CC=CC=2)[P](C2C=CC=CC=2)(C2C=CC=CC=2)C2C=CC=CC=2)(C2C=CC=CC=2)C2C=CC=CC=2)=CC=1>[CH3:5][C:12]1[CH:13]=[C:14]([CH:18]=[C:19]([S:21]([F:26])([F:25])([F:24])([F:23])[F:22])[CH:20]=1)[C:15]([OH:17])=[O:16] |^1:36,38,57,76|. Reported procedure: 1.15 ml (2.29 mmol) of a 2 M solution of trimethylaluminium in a hexane fraction were added to a solution of 250 mg (0.764 mmol) of the compound of Example 15A and 27 mg (0.023 mmol) of tetrakis(triphenylphosphine)palladium(0) in 2.5 ml of anhydrous THF, and the mixture was then, under an argon atmosphere, heated in a microwave oven (Biotage Initiator, with Dynamic Field Tuning) at 150° C. for 120 min. After cooling to RT, about 10 ml of water were added, and the reaction mixture was extracted t... The reactants are solution, CS(=O)(=O)C1=CC=C(CCl)C=C1 (p-methylsufonylbenzyl chloride), FC=1C=C2C3=C(NC2=C(C1)F)CC(CCC3)CC(=O)O (2,4-difluoro-5,6,7,8,9,10-hexahydrocyclohept[b]indole-7-acetic acid), solution, C[Si](C)(C)[N-][Si](C)(C)C.[K+] (KHMDS). Solvent: O (water), O1CCCC1 (tetrahydrofuran), O1CCCC1 (tetrahydrofuran), C1(=CC=CC=C1)C (toluene). Conditions: time 10 minute. Product: FC=1C=C2C3=C(N(C2=C(C1)F)CC1=CC=C(C=C1)S(=O)(=O)C)CC(CCC3)CC(=O)O (2,4-Difluoro-5(p-methylsulfonylbenzyl)-5,6,7,8,9,10-hexahydrocyclohept[b]indole-7-acetic acid). As a reaction SMILES: [F:1][C:2]1[CH:3]=[C:4]2[C:8](=[C:9]([F:11])[CH:10]=1)[NH:7][C:6]1[CH2:12][CH:13]([CH2:17][C:18]([OH:20])=[O:19])[CH2:14][CH2:15][CH2:16][C:5]2=1.C[Si]([N-][Si](C)(C)C)(C)C.[K+].[CH3:31][S:32]([C:35]1[CH:42]=[CH:41][C:38]([CH2:39]Cl)=[CH:37][CH:36]=1)(=[O:34])=[O:33]>O1CCCC1.C1(C)C=CC=CC=1.O>[F:1][C:2]1[CH:3]=[C:4]2[C:8](=[C:9]([F:11])[CH:10]=1)[N:7]([CH2:39][C:38]1[CH:37]=[CH:36][C:35]([S:32]([CH3:31])(=[O:34])=[O:33])=[CH:42][CH:41]=1)[C:6]1[CH2:12][CH:13]([CH2:17][C:18]([OH:20])=[O:19])[CH2:14][CH2:15][CH2:16][C:5]2=1 |f:1.2|. Reported procedure: To a cold solution (0° C.) of 3.5 g of acid from Step 2 in 75 mL of tetrahydrofuran was added dropwise 38.7 cc of a solution of KHMDS in toluene (0.684M) and the mixture stirred for 10 minutes. To the resulting cold (0° C.) solution was added dropwise 3.5 g of a solution of p-methylsufonylbenzyl chloride in 10 mL of tetrahydrofuran. The reaction mixture was then stirred at room temperature for 6 hours. The reaction mixture was diluted with water and washed with Et2O. The aqueous layer was acidif...